From a dataset of the Open Reaction Database (ORD), a public repository of structured organic reaction records. describe an organic reaction: reactants, conditions, products, and yield Reactants: NC=1C=C2C3(N=C(OC3)NC(OC(C)(C)C)=O)C3(COC3)C(OC2=CC1)(C)C (tert-butyl (6′-amino-2′,2′-dimethyldispiro[1,3-oxazole-4,4′-chromene-3′,3″-oxetan]-2-yl)carbamate), ClC=1C=CC(=NC1)C(=O)O (5-chloro-2-pyridinecarboxylic acid), Cl.CN(CCCN=C=NCC)C (N-(3-dimethylaminopropyl)-N′-ethylcarbodiimide hydrochloride), ON1N=NC2=C1C=CC=C2 (1-hydroxybenzotriazole), C(C)(C)N(C(C)C)CC (N,N-diisopropylethylamine). Solvent: C(Cl)Cl (CH2Cl2). Conditions: time 1.5 hour. The product is ClC=1C=CC(=NC1)C(=O)NC=1C=C2C3(N=C(OC3)NC(OC(C)(C)C)=O)C3(COC3)C(OC2=CC1)(C)C (tert-butyl (6′-{[(5-chloropyridin-2-yl)carbonyl]amino}-2′,2′-dimethyldispiro[1,3-oxazole-4,4′-chromene-3′,3″-oxetan]-2-yl)carbamate). The yield is 82.0%. As a reaction SMILES: [NH2:1][C:2]1[CH:3]=[C:4]2[C:24](=[CH:25][CH:26]=1)[O:23][C:22]([CH3:28])([CH3:27])[C:18]1([CH2:21][O:20][CH2:19]1)[C:5]12[CH2:9][O:8][C:7]([NH:10][C:11](=[O:17])[O:12][C:13]([CH3:16])([CH3:15])[CH3:14])=[N:6]1.[Cl:29][C:30]1[CH:31]=[CH:32][C:33]([C:36](O)=[O:37])=[N:34][CH:35]=1.Cl.CN(C)CCCN=C=NCC.ON1C2C=CC=CC=2N=N1.C(N(CC)C(C)C)(C)C>C(Cl)Cl>[Cl:29][C:30]1[CH:31]=[CH:32][C:33]([C:36]([NH:1][C:2]2[CH:3]=[C:4]3[C:24](=[CH:25][CH:26]=2)[O:23][C:22]([CH3:28])([CH3:27])[C:18]2([CH2:21][O:20][CH2:19]2)[C:5]23[CH2:9][O:8][C:7]([NH:10][C:11](=[O:17])[O:12][C:13]([CH3:16])([CH3:14])[CH3:15])=[N:6]2)=[O:37])=[N:34][CH:35]=1 |f:2.3|. Procedure: A mixture of tert-butyl (6′-amino-2′,2′-dimethyldispiro[1,3-oxazole-4,4′-chromene-3′,3″-oxetan]-2-yl)carbamate (878 mg, 2.25 mmol), 5-chloro-2-pyridinecarboxylic acid (476 mg, 2.93 mmol), N-(3-dimethylaminopropyl)-N′-ethylcarbodiimide hydrochloride (562 mg, 2.93 mmol), 1-hydroxybenzotriazole (396 mg, 2.93 mmol), N,N-diisopropylethylamine (0.502 mL, 2.93 mmol) and CH2Cl2 (8.78 mL) was stirred for 1.5 hours at ambient temperature. After concentration of the reaction mixture at reduced pressure, th... The reactants are O=C(Cl)C(=O)Cl, CCOc1ccc(CC(=O)O)cc1OCC, ClCCl, CN(C)C=O. Product: CCOc1ccc(CC(=O)Cl)cc1OCC. As a reaction SMILES: [C:17]([Cl:18])(=[O:19])[C:21]([Cl:20])=[O:22].[CH2:1]([CH3:2])[O:3][c:4]1[cH:5][c:6]([CH2:13][C:14](=[O:15])[OH:16])[cH:7][cH:8][c:9]1[O:10][CH2:11][CH3:12].[Cl:28][CH2:29][Cl:30].[O:23]=[CH:24][N:25]([CH3:26])[CH3:27]>>[CH2:1]([CH3:2])[O:3][c:4]1[cH:5][c:6]([CH2:13][C:14](=[O:16])[Cl:20])[cH:7][cH:8][c:9]1[O:10][CH2:11][CH3:12]. The reactants are C1([N+](=O)[O-])=CC([N+](=O)[O-])=CC([N+](=O)[O-])=C1[O-] (picrate), CO (methanol). Yields the product CN1[C@@H](CCC1)CC#N ((S)-(-)-1-Methyl-2-cyanomethylpyrrolidine). Reaction SMILES: [C:1]1([C:15]([O-])=[C:11]([N+:12]([O-])=O)[CH:10]=[C:6]([N+:7]([O-])=O)[CH:5]=1)[N+]([O-])=O.[CH3:17]O>>[CH3:17][N:12]1[CH2:5][CH2:1][CH2:15][C@H:11]1[CH2:10][C:6]#[N:7]. Reported procedure: To a solution of 7.0 g (0.041 mol) of (S)-1-methyl-2-chloromethylpyrrolidine.HCl in 35 ml of 80% aq. ethanol at 0° was added in portions a solution of 3.81 g (0.045 mol) of sodium bicarbonate in 50 ml of water. The mixture was stirred at 0° for 15 min., followed by the addition of a solution of 2.52 g (0.052 mol) of sodium cyanide in 65 ml of 80% aq. ethanol. This mixture was refluxed for 30 min. The resultant solution was cooled, evaporated to a small volume, and extracted with ether (2×25 ml).... As a reaction SMILES: [CH3:1][CH:2]([CH3:27])[CH2:3][C:4]([N:6]1[CH2:11][CH2:10][C@H:9]2[CH2:12][C@@H:13]([C:22]([O:24][CH2:25][CH3:26])=[O:23])[N:14](C(OC(C)(C)C)=O)[C@H:8]2[CH2:7]1)=[O:5].C(O)(C(F)(F)F)=O.CCOC(C)=O.C(O)(C(F)(F)F)=O.C(Cl)Cl>C(Cl)Cl>[CH3:1][CH:2]([CH3:27])[CH2:3][C:4]([N:6]1[CH2:11][CH2:10][C@H:9]2[CH2:12][C@@H:13]([C:22]([O:24][CH2:25][CH3:26])=[O:23])[NH:14][C@H:8]2[CH2:7]1)=[O:5] |f:3.4|. Procedure details: A solution was made of 1-tert-butyl 2-ethyl rel-(2S,3aS,7aR)-6-(3-methyl butanoyl)octahydro-1H-pyrrolo[2,3-c]pyridine-1,2-dicarboxylate obtained under step a) (0.335 mmol) in DCM (2.5 mL), to which TFA (2.5 mL) was added. The reaction was left to stir for 1 hour after which time it was checked by TLC (60% EtOAc in heptanes). If the reaction had not gone to completion after this time it was left stirring and checked after every additional ½. Generally this took 2 hours. When the reaction had gone... Reactants: CC(CC(=O)N1C[C@H]2[C@@H](CC1)C[C@H](N2C(=O)OC(C)(C)C)C(=O)OCC)C (1-tert-butyl 2-ethyl rel-(2S,3aS,7aR)-6-(3-methyl butanoyl)octahydro-1H-pyrrolo[2,3-c]pyridine-1,2-dicarboxylate), C(=O)(C(F)(F)F)O.C(Cl)Cl (TFA DCM), C(=O)(C(F)(F)F)O (TFA), CCOC(=O)C (EtOAc). Run at time 1 hour. Solvent: C(Cl)Cl (DCM), heptanes. The product is CC(CC(=O)N1C[C@H]2[C@@H](CC1)C[C@H](N2)C(=O)OCC)C (ethyl rel-(2S,3aS,7aR)-6-(3-methylbutanoyl)octahydro-1H-pyrrolo[2,3-c]pyridine-2-carboxylate).